This data is from the Open Reaction Database (ORD), a public repository of structured organic reaction records. The task is: describe an organic reaction: reactants, conditions, products, and yield Reactants: BrC1=CC(=CC=2N(C(=NC21)C(F)F)CC2=C(C(=CC=C2)Cl)C)[N+](=O)[O-] (4-bromo-1-(3-chloro-2-methylbenzyl)-2-(difluoromethyl)-6-nitro-1H-benzo[d]imidazole), O.O.[Sn](Cl)Cl (tin(II) chloride dihydrate), Cl (hydrochloric acid), [Sn] (tin), [OH-].[Na+] (NaOH), resultant suspension. Solvent: CO (MeOH). Run at time 45 minute. The product is BrC1=CC(=CC=2N(C(=NC21)C(F)F)CC2=C(C(=CC=C2)Cl)C)N (4-bromo-1-(3-chloro-2-methylbenzyl)-2-(difluoromethyl)-1H-benzo[d]imidazol-6-amine). Yield: 60.5%. RXN SMILES: [Br:1][C:2]1[C:10]2[N:9]=[C:8]([CH:11]([F:13])[F:12])[N:7]([CH2:14][C:15]3[CH:20]=[CH:19][CH:18]=[C:17]([Cl:21])[C:16]=3[CH3:22])[C:6]=2[CH:5]=[C:4]([N+:23]([O-])=O)[CH:3]=1.O.O.[Sn](Cl)Cl.Cl.[Sn].[OH-].[Na+]>CO>[Br:1][C:2]1[C:10]2[N:9]=[C:8]([CH:11]([F:13])[F:12])[N:7]([CH2:14][C:15]3[CH:20]=[CH:19][CH:18]=[C:17]([Cl:21])[C:16]=3[CH3:22])[C:6]=2[CH:5]=[C:4]([NH2:23])[CH:3]=1 |f:1.2.3,6.7,^3:31|. Procedure: To a 250 mL rb flask containing MeOH (50 mL) was added 4-bromo-1-(3-chloro-2-methylbenzyl)-2-(difluoromethyl)-6-nitro-1H-benzo[d]imidazole (4.0 g, 9.29 mmol), tin(II) chloride dihydrate (12.58 g, 55.7 mmol) and concentrated hydrochloric acid (6.97 ml, 84 mmol). The resultant suspension was heated to 50° C. and monitored by LC/MS. By LC/MS the reaction was complete in 45 minutes. After the reaction had cooled to room temperature and was filtered to remove insoluble tin salts, 6N NaOH (0.8 ml, 4.0... Starting materials: C1COCCN1, ClC(Cl)Cl, COc1ccc(C2COCCO2)c2sc(NC(=O)Oc3ccccc3)nc12, c1ccncc1. Product: COc1ccc(C2COCCO2)c2sc(NC(=O)N3CCOCC3)nc12. RXN SMILES: [CH2:28]1[CH2:29][O:30][CH2:31][CH2:32][NH:33]1.[CH:40]([Cl:41])([Cl:42])[Cl:43].[c:1]1([O:2][C:8]([NH:9][c:10]2[s:11][c:12]3[c:13]([n:14]2)[c:15]([O:25][CH3:26])[cH:16][cH:17][c:18]3[CH:19]2[O:20][CH2:21][CH2:22][O:23][CH2:24]2)=[O:27])[cH:3][cH:4][cH:5][cH:6][cH:7]1.[cH:34]1[cH:35][cH:36][n:37][cH:38][cH:39]1>>[C:8]([NH:9][c:10]1[s:11][c:12]2[c:13]([n:14]1)[c:15]([O:25][CH3:26])[cH:16][cH:17][c:18]2[CH:19]1[O:20][CH2:21][CH2:22][O:23][CH2:24]1)(=[O:27])[N:33]1[CH2:28][CH2:29][O:30][CH2:31][CH2:32]1. Reactants: CCOC(=O)c1c(SC)nc2c(Br)cc(C)cn12, CCO, Cl, [Na+], [OH-]. Yields the product CSc1nc2c(Br)cc(C)cn2c1C(=O)O. As a reaction SMILES: [CH2:1]([CH3:2])[O:3][C:4](=[O:5])[c:6]1[c:7]([S:17][CH3:18])[n:8][c:9]2[n:10]1[cH:11][c:12]([CH3:16])[cH:13][c:14]2[Br:15].[CH3:22][CH2:23][OH:24].[ClH:21].[Na+:20].[OH-:19]>>[O:3]=[C:4]([OH:5])[c:6]1[c:7]([S:17][CH3:18])[n:8][c:9]2[n:10]1[cH:11][c:12]([CH3:16])[cH:13][c:14]2[Br:15]. Starting materials: C1=CC=CC=2SC3=C(C21)C(=C2C=CC=CC2=C3)C3=CC(=C(C(=C3)I)O)I (4-(Benzo[b]naphtho[2,3-d]thiophen-11-yl)-2,6-diiodo-phenol), C([C@@H](O)C)(=O)OC ((S)-lactic acid, methyl ester). The product is C1=CC=CC=2SC3=C(C21)C(=C2C=CC=CC2=C3)C3=CC(=C(O[C@@H](C(=O)O)C)C(=C3)I)I ((R)-2-(4-Benzo[b]naphtho[2,3-d]thiophen-11-yl-2,6-diiodo-phenoxy)-propionic acid). Reaction SMILES: [CH:1]1[C:9]2[C:8]3[C:10]([C:18]4[CH:23]=[C:22]([I:24])[C:21]([OH:25])=[C:20]([I:26])[CH:19]=4)=[C:11]4[C:16](=[CH:17][C:7]=3[S:6][C:5]=2[CH:4]=[CH:3][CH:2]=1)[CH:15]=[CH:14][CH:13]=[CH:12]4.[C:27]([O:32]C)(=[O:31])[C@H:28]([CH3:30])O>>[CH:1]1[C:9]2[C:8]3[C:10]([C:18]4[CH:19]=[C:20]([I:26])[C:21]([O:25][C@H:28]([CH3:30])[C:27]([OH:32])=[O:31])=[C:22]([I:24])[CH:23]=4)=[C:11]4[C:16](=[CH:17][C:7]=3[S:6][C:5]=2[CH:4]=[CH:3][CH:2]=1)[CH:15]=[CH:14][CH:13]=[CH:12]4. Procedure details: Prepared from of 4-(benzo[b]naphtho[2,3-d]thiophen-11-yl)-2,6-diiodo-phenol (Example 26) and commercially available (S)-lactic acid, methyl ester. White solid: mp 134-136: NMR (CDCl3): δ8.38 (s, 1 H), 7.95 (dd J=8, 6 Hz, 1 H), 7.93 (d, J=1 Hz, 2 H), 7.81 (d, J=8 Hz, 1 H), 7.58 (ddd, J=8, 7, 1 Hz, 1 H), 7.59-7.54 (m, 2 H), 7.49-7.40 (m, 2 H), 7.15(ddd, J=8, 7, 1 Hz, 1 H), 6.77 (d, J=8, 1 Hz, 1 H), 5.48 (q, J =7 Hz, 1 H), 1.82 (d, J=7 Hz, 2 H); MS (+FAB): [M+H]+, 651; Anal. Calc. for C26H16I2O3S: ... Reactants: CN1CCCC1=O, [Cl-], [Na+], COC(=O)C1NC(=O)C(C(=O)OC)C1c1c(OC)cc(OC)cc1OC, O. Yields the product COC(=O)C1NC(=O)CC1c1c(OC)cc(OC)cc1OC. As a reaction SMILES: [CH3:30][N:31]1[CH2:32][CH2:33][CH2:34][C:35]1=[O:36].[Cl-:28].[Na+:27].[O:1]=[C:2]1[CH:3]([C:23]([O:24][CH3:25])=[O:26])[CH:4]([c:11]2[c:12]([O:21][CH3:22])[cH:13][c:14]([O:19][CH3:20])[cH:15][c:16]2[O:17][CH3:18])[CH:5]([C:7](=[O:8])[O:9][CH3:10])[NH:6]1.[OH2:29]>>[O:1]=[C:2]1[CH2:3][CH:4]([c:11]2[c:12]([O:21][CH3:22])[cH:13][c:14]([O:19][CH3:20])[cH:15][c:16]2[O:17][CH3:18])[CH:5]([C:7](=[O:8])[O:9][CH3:10])[NH:6]1. The reactants are P(=O)([O-])([O-])[O-].[K+].[K+].[K+] (potassium phosphate), N1=CC=CC=C1 (pyridine), N(=[N+]=[N-])C(C(=O)Cl)C1=CC=CC=C1 (α-azidophenylacetyl chloride), C(CCC)[N+](CCCC)(CCCC)CCCC.NC1(C(N(C1)S(=O)(=O)[O-])=O)OC (3-Amino-3-methoxy-2-oxo-1-azetidinesulfonic acid tetrabutylammonium salt). Solvent: C(C)#N (acetonitrile). Conditions: temperature -20 celsius, time 20 minute. The product is C(CCC)[N+](CCCC)(CCCC)CCCC.N(=[N+]=[N-])C(C(=O)NC1(C(N(C1)S(=O)(=O)[O-])=O)OC)C1=CC=CC=C1 ((±)-3-[(Azidophenylacetyl)amino]-3-methoxy-2-oxo-1-azetidinesulfonic acid, tetrabutylammonium salt). As a reaction SMILES: [CH2:1]([N+:5]([CH2:14][CH2:15][CH2:16][CH3:17])([CH2:10][CH2:11][CH2:12][CH3:13])[CH2:6][CH2:7][CH2:8][CH3:9])[CH2:2][CH2:3][CH3:4].[NH2:18][C:19]1([O:28][CH3:29])[CH2:22][N:21]([S:23]([O-:26])(=[O:25])=[O:24])[C:20]1=[O:27].N1C=CC=CC=1.[N:36]([CH:39]([C:43]1[CH:48]=[CH:47][CH:46]=[CH:45][CH:44]=1)[C:40](Cl)=[O:41])=[N+:37]=[N-:38].P([O-])([O-])([O-])=O.[K+].[K+].[K+]>C(#N)C>[CH2:14]([N+:5]([CH2:1][CH2:2][CH2:3][CH3:4])([CH2:6][CH2:7][CH2:8][CH3:9])[CH2:10][CH2:11][CH2:12][CH3:13])[CH2:15][CH2:16][CH3:17].[N:36]([CH:39]([C:43]1[CH:48]=[CH:47][CH:46]=[CH:45][CH:44]=1)[C:40]([NH:18][C:19]1([O:28][CH3:29])[CH2:22][N:21]([S:23]([O-:26])(=[O:24])=[O:25])[C:20]1=[O:27])=[O:41])=[N+:37]=[N-:38] |f:0.1,4.5.6.7,9.10|. Procedure: 3-Amino-3-methoxy-2-oxo-1-azetidinesulfonic acid tetrabutylammonium salt (202 mgs; see Example 74A) is dissolved in 20 ml of dry acetonitrile. To the well stirred solution at -20° C. under dry nitrogen are added dry pyridine (167 μl) and α-azidophenylacetyl chloride (96 μl). After 20 minutes, 0.5M pH 5.5 monobasic potassium phosphate buffer (12 ml) is added and the acetonitrile removed in vacuo. The aqueous residue is extracted three times with methylene chloride. The extract is dried over anhyd... Starting materials: C1(=CC=C(C=C1)C1=CC=C(C=C1)O)O (4,4'-biphenol). Run in C(C)(=O)OC(C)=O (acetic anhydride). Conditions: temperature -15 celsius. Yields the product C(C)(=O)OC1=CC=C(C=C1)C1=CC=C(C=C1)OC(C)=O (4,4'-diacetoxybiphenyl). Isolated yield 185.6%. As a reaction SMILES: [C:1]1([OH:14])[CH:6]=[CH:5][C:4]([C:7]2[CH:12]=[CH:11][C:10]([OH:13])=[CH:9][CH:8]=2)=[CH:3][CH:2]=1>C(OC(=O)C)(=O)C>[C:10]([O:14][C:1]1[CH:2]=[CH:3][C:4]([C:7]2[CH:12]=[CH:11][C:10]([O:13][C:1](=[O:14])[CH3:2])=[CH:9][CH:8]=2)=[CH:5][CH:6]=1)(=[O:13])[CH3:9]. Reported procedure: An amount of 4,4'-biphenol (200 g, 1.07 moles), (Aldrich Chemical Company, Milwaukee, Wis.), and 1000 ml of acetic anhydride were added to a 2-liter boiling flask equipped with a cold water condenser and a polytetrafluoroethylene-coated magnetic stirring bar. The mixture was heated to reflux under nitrogen and all of the solid dissolved. The solution was refluxed for 20 hours, then cooled in a freezer at -15° C. overnight. The white crystals that were formed were isolated by filtration, washed w... Starting materials: C(#N)C1=CC(=C(C=C1)NC(=O)C1C(C2(C(N1)CC(C)(C)C)C(NC1=CC(=CC=C12)Cl)=O)C1=C(C(=CC=C1)Br)F)OC (rac-(2′S,3′R,4′S,5′R)-4′-(3-bromo-2-fluoro-phenyl)-6-chloro-2′-(2,2-dimethyl-propyl)-2-oxo-1,2-dihydro-spiro[indole-3,3′-pyrrolidine]-5′-carboxylic acid (4-cyano-2-methoxy-phenyl)-amide), OO (H2O2), [OH-].[Na+] (NaOH). The solvent is CS(=O)C (DMSO). Conditions: temperature 10 celsius, time 1 hour. Product: C(N)(=O)C1=CC(=C(C=C1)NC(=O)C1C(C2(C(N1)CC(C)(C)C)C(NC1=CC(=CC=C12)Cl)=O)C1=C(C(=CC=C1)Br)F)OC (rac-(2′S,3′R,4′S,5′R)-4′-(3-bromo-2-fluoro-phenyl)-6-chloro-2′-(2,2-dimethyl-propyl)-2-oxo-1,2-dihydro-spiro[indole-3,3′-pyrrolidine]-5′-carboxylic acid (4-carbamoyl-2-methoxy-phenyl)-amide). The yield is 64.3%. RXN SMILES: [C:1]([C:3]1[CH:8]=[CH:7][C:6]([NH:9][C:10]([CH:12]2[NH:16][CH:15]([CH2:17][C:18]([CH3:21])([CH3:20])[CH3:19])[C:14]3([C:29]4[C:24](=[CH:25][C:26]([Cl:30])=[CH:27][CH:28]=4)[NH:23][C:22]3=[O:31])[CH:13]2[C:32]2[CH:37]=[CH:36][CH:35]=[C:34]([Br:38])[C:33]=2[F:39])=[O:11])=[C:5]([O:40][CH3:41])[CH:4]=1)#[N:2].[OH:42]O.[OH-].[Na+]>CS(C)=O>[C:1]([C:3]1[CH:8]=[CH:7][C:6]([NH:9][C:10]([CH:12]2[NH:16][CH:15]([CH2:17][C:18]([CH3:21])([CH3:20])[CH3:19])[C:14]3([C:29]4[C:24](=[CH:25][C:26]([Cl:30])=[CH:27][CH:28]=4)[NH:23][C:22]3=[O:31])[CH:13]2[C:32]2[CH:37]=[CH:36][CH:35]=[C:34]([Br:38])[C:33]=2[F:39])=[O:11])=[C:5]([O:40][CH3:41])[CH:4]=1)(=[O:42])[NH2:2] |f:2.3|. Procedure details: To the solution of rac-(2′S,3′R,4′S,5′R)-4′-(3-bromo-2-fluoro-phenyl)-6-chloro-2′-(2,2-dimethyl-propyl)-2-oxo-1,2-dihydro-spiro[indole-3,3′-pyrrolidine]-5′-carboxylic acid (4-cyano-2-methoxy-phenyl)-amide (0.16 g, 0.26 mmol) prepared in Example 116 in DMSO (1 mL) at 0° C. was added an aqueous solution (30% Aldrich) of H2O2 (0.43 g, 3.8 mmol), then aqueous solution (1N) of NaOH (1.3 mL, 1.3 mmol) was added dropwise. The reaction mixture was stirred at 10° C. for 1 h. The mixture was partitioned b... The reactants are C(C1=CC=CC=C1)OC1=C(OC=2C=C(C=CC2)N(S(=O)(=O)CC(F)(F)F)CC=2C=NC=CC2)C=CC=C1 (N-(3-(2-benzyloxyphenoxy)phenyl)-N-(2,2,2-trifluoroethylsulfonyl)pyrid-3-ylmethylamine). Reagents/catalysts: [Ni] (Raney® nickel). Run in CO (methanol). Run at time 3 hour. Yields the product OC1=C(OC=2C=C(C=CC2)N(S(=O)(=O)CC(F)(F)F)CC=2C=NC=CC2)C=CC=C1 (N-(3-(2-Hydroxyphenoxy)phenyl)-N-(2,2,2-trifluoroethylsulfonyl)pyrid-3-ylmethylamine). Isolated yield 89.9%. Reaction SMILES: C([O:8][C:9]1[CH:37]=[CH:36][CH:35]=[CH:34][C:10]=1[O:11][C:12]1[CH:13]=[C:14]([N:18]([CH2:27][C:28]2[CH:29]=[N:30][CH:31]=[CH:32][CH:33]=2)[S:19]([CH2:22][C:23]([F:26])([F:25])[F:24])(=[O:21])=[O:20])[CH:15]=[CH:16][CH:17]=1)C1C=CC=CC=1>CO.[Ni]>[OH:8][C:9]1[CH:37]=[CH:36][CH:35]=[CH:34][C:10]=1[O:11][C:12]1[CH:13]=[C:14]([N:18]([CH2:27][C:28]2[CH:29]=[N:30][CH:31]=[CH:32][CH:33]=2)[S:19]([CH2:22][C:23]([F:25])([F:24])[F:26])(=[O:21])=[O:20])[CH:15]=[CH:16][CH:17]=1. Procedure details: A solution of N-(3-(2-benzyloxyphenoxy)phenyl)-N-(2,2,2-trifluoroethylsulfonyl)pyrid-3-ylmethylamine (529 mg, 1.00 mmol) in methanol (50 mL) was carefully treated with Raney® nickel (one tsp.), placed on a Parr® apparatus, and hydrogenated at 45-50 psi pressure for 3 h. The mixture was carefully filtered through celite® under nitrogen without allowing the filter cake to dry, and the filtrate was concentrated in vacuo. The residual solid was triturated from petroleum ethers (30°-60°) to afford th... Starting materials: CC1=CC(=NC=C1)NCCCC(=O)NCC(=O)NC(CC(=O)OC)C1=CC=C(C=C1)OC(F)(F)F (methyl 3-{2-[4-(4-methylpyridin-2-ylamino)butyrylamino]acetylamino}-3-(4-trifluoromethoxyphenyl)propionate), [OH-].[Na+] (NaOH). Run in O1CCOCC1 (dioxane). Reaction conditions: time 8 hour. The product is CC1=CC(=NC=C1)NCCCC(=O)NCC(=O)NC(CC(=O)O)C1=CC=C(C=C1)OC(F)(F)F (3-{2-[4-(4-methylpyridin-2-ylamino)butyrylamino]acetylamino}-3-(4-trifluoromethoxyphenyl)propionic acid). RXN SMILES: [CH3:1][C:2]1[CH:7]=[CH:6][N:5]=[C:4]([NH:8][CH2:9][CH2:10][CH2:11][C:12]([NH:14][CH2:15][C:16]([NH:18][CH:19]([C:25]2[CH:30]=[CH:29][C:28]([O:31][C:32]([F:35])([F:34])[F:33])=[CH:27][CH:26]=2)[CH2:20][C:21]([O:23]C)=[O:22])=[O:17])=[O:13])[CH:3]=1.[OH-].[Na+]>O1CCOCC1>[CH3:1][C:2]1[CH:7]=[CH:6][N:5]=[C:4]([NH:8][CH2:9][CH2:10][CH2:11][C:12]([NH:14][CH2:15][C:16]([NH:18][CH:19]([C:25]2[CH:26]=[CH:27][C:28]([O:31][C:32]([F:35])([F:34])[F:33])=[CH:29][CH:30]=2)[CH2:20][C:21]([OH:23])=[O:22])=[O:17])=[O:13])[CH:3]=1 |f:1.2|. Procedure details: 280 mg of methyl 3-{2-[4-(4-methylpyridin-2-ylamino)butyrylamino]acetylamino}-3-(4-trifluoromethoxyphenyl)propionate (crude material) are dissolved in 30 ml of dioxane, and 0.61 ml of NaOH (2 mol/l) is added. Stirring at room temperature overnight is followed by removal of the solvent by distillation and the usual workup. 3-{2-[4-(4-methylpyridin-2-ylamino)butyrylamino]acetylamino}-3-(4-trifluoromethoxyphenyl)propionic acid is obtained. If an excess of NaOH is used, the sodium salt of 3-{2-[4-(4...